This data is from the Open Reaction Database (ORD), a public repository of structured organic reaction records. The task is: describe an organic reaction: reactants, conditions, products, and yield Reactants: C1CCOC1, CO, CCOC(=O)C1=Cc2cc(Cl)c(OC)cc2OC1C(F)(F)F, [Li+], [OH-], O, O. Yields the product COc1cc2c(cc1Cl)C=C(C(=O)O)C(C(F)(F)F)O2. RXN SMILES: [CH2:29]1[O:30][CH2:31][CH2:32][CH2:33]1.[CH3:23][OH:24].[Cl:1][c:2]1[cH:3][c:4]2[c:9]([cH:10][c:11]1[O:12][CH3:13])[O:8][CH:7]([C:14]([F:15])([F:16])[F:17])[C:6]([C:18](=[O:19])[O:20][CH2:21][CH3:22])=[CH:5]2.[Li+:27].[OH-:26].[OH2:25].[OH2:28]>>[Cl:1][c:2]1[cH:3][c:4]2[c:9]([cH:10][c:11]1[O:12][CH3:13])[O:8][CH:7]([C:14]([F:15])([F:16])[F:17])[C:6]([C:18](=[O:19])[OH:20])=[CH:5]2. Starting materials: C1CCOC1, C[Si](C)(C)[N-][Si](C)(C)C, O=C(O)c1c(Cl)c(F)c(=O)n2c1CCCC2, Nc1ccc(I)cc1F, [Li+]. Yields the product O=C(O)c1c(Nc2ccc(I)cc2F)c(F)c(=O)n2c1CCCC2. As a reaction SMILES: [CH2:36]1[O:37][CH2:38][CH2:39][CH2:40]1.[CH3:26][Si:27]([CH3:28])([CH3:29])[N-:30][Si:31]([CH3:32])([CH3:33])[CH3:34].[Cl:1][c:2]1[c:3]([F:16])[c:4](=[O:15])[n:5]2[c:10]([c:11]1[C:12](=[O:13])[OH:14])[CH2:9][CH2:8][CH2:7][CH2:6]2.[F:17][c:18]1[c:19]([NH2:20])[cH:21][cH:22][c:23]([I:25])[cH:24]1.[Li+:35]>>[c:2]1([NH:20][c:19]2[c:18]([F:17])[cH:24][c:23]([I:25])[cH:22][cH:21]2)[c:3]([F:16])[c:4](=[O:15])[n:5]2[c:10]([c:11]1[C:12](=[O:13])[OH:14])[CH2:9][CH2:8][CH2:7][CH2:6]2. The reactants are C(C)(C)N1N=C(N=C1C=1SC=2CCOC3=C(C2N1)C=CC(=C3)B3OC(C(O3)(C)C)(C)C)C (2-(2-Isopropyl-5-methyl-2H-[1,2,4]triazol-3-yl)-8-(4,4,5,5-tetramethyl-[1,3,2]dioxaborolan-2-yl)-4,5-dihydro-6-oxa-3-thia-1-aza-benzo[e]azulene), IC1COC1 (3-iodooxetane), Cl.N[C@H]1[C@@H](CCCC1)O (trans-2-aminocyclohexanol hydrochloride), C[Si](N[Si](C)(C)C)(C)C.[Na] (sodium hexamethyldisilazane). Reagents/catalysts: [Ni](I)I (nickel(II)iodide). Yields the product C(C)(C)N1N=C(N=C1C=1SC=2CCOC3=C(C2N1)C=CC(=C3)C3COC3)C (2-(2-Isopropyl-5-methyl-2H-[1,2,4]triazol-3-yl)-8-oxetan-3-yl-4,5-dihydro-6-oxa-3-thia-1-aza-benzo[e]azulene). RXN SMILES: [CH:1]([N:4]1[C:8]([C:9]2[S:10][C:11]3[CH2:12][CH2:13][O:14][C:15]4[CH:22]=[C:21](B5OC(C)(C)C(C)(C)O5)[CH:20]=[CH:19][C:16]=4[C:17]=3[N:18]=2)=[N:7][C:6]([CH3:32])=[N:5]1)([CH3:3])[CH3:2].I[CH:34]1[CH2:37][O:36][CH2:35]1.Cl.N[C@@H]1CCCC[C@H]1O.C[Si](C)(C)N[Si](C)(C)C.[Na]>[Ni](I)I>[CH:1]([N:4]1[C:8]([C:9]2[S:10][C:11]3[CH2:12][CH2:13][O:14][C:15]4[CH:22]=[C:21]([CH:34]5[CH2:37][O:36][CH2:35]5)[CH:20]=[CH:19][C:16]=4[C:17]=3[N:18]=2)=[N:7][C:6]([CH3:32])=[N:5]1)([CH3:2])[CH3:3] |f:2.3,4.5,^1:55|. Procedure: 2-(2-Isopropyl-5-methyl-2H-[1,2,4]triazol-3-yl)-8-(4,4,5,5-tetramethyl-[1,3,2]dioxaborolan-2-yl)-4,5-dihydro-6-oxa-3-thia-1-aza-benzo[e]azulene was reacted with 3-iodooxetane in a CEM microwave vial with nickel(II)iodide, trans-2-aminocyclohexanol hydrochloride and sodium hexamethyldisilazane to give 529. MS(ESI+) 383.1. 1H NMR (400 MHz, DMSO) δ 8.34 (d, J=8.2 Hz, 1H), 7.27 (dd, J=8.2, 1.4 Hz, 1H), 7.08 (d, J=1.3 Hz, 1H), 5.76 (hept, J=6.8 Hz, 1H), 4.94 (dd, J=8.3, 5.9 Hz, 2H), 4.63 (t, J=6.3 Hz...